From a dataset of the Open Reaction Database (ORD), a public repository of structured organic reaction records. describe an organic reaction: reactants, conditions, products, and yield The reactants are [BH4-], CCO, ClCCl, Cc1ccc(-c2ccc(S(C)(=O)=O)cc2)n1-c1ccc(F)cc1, [Na+], [Na+], CN(C)C=O, [OH-], O, O=P(Cl)(Cl)Cl. The product is Cc1c(CO)cc(-c2ccc(S(C)(=O)=O)cc2)n1-c1ccc(F)cc1. RXN SMILES: [BH4-:31].[CH3:38][CH2:39][OH:40].[Cl:42][CH2:43][Cl:44].[F:1][c:2]1[cH:3][cH:4][c:5](-[n:8]2[c:9]([CH3:23])[cH:10][cH:11][c:12]2-[c:13]2[cH:14][cH:15][c:16]([S:19](=[O:20])(=[O:21])[CH3:22])[cH:17][cH:18]2)[cH:6][cH:7]1.[Na+:30].[Na+:32].[O:33]=[CH:34][N:35]([CH3:36])[CH3:37].[OH-:29].[OH2:41].[P:24]([Cl:25])([Cl:26])([Cl:27])=[O:28]>>[F:1][c:2]1[cH:3][cH:4][c:5](-[n:8]2[c:9]([CH3:23])[c:10]([CH2:34][OH:33])[cH:11][c:12]2-[c:13]2[cH:14][cH:15][c:16]([S:19](=[O:20])(=[O:21])[CH3:22])[cH:17][cH:18]2)[cH:6][cH:7]1.